Dataset: the Open Reaction Database (ORD), a public repository of structured organic reaction records. Task: describe an organic reaction: reactants, conditions, products, and yield Reactants: water ice sodium carbonate, C(C)OC(=O)N1CCC(CC1)(OC1=C(C=C(C=C1)F)[N+](=O)[O-])C#C (1-ethoxycarbonyl-4-ethynyl-4-(4-fluoro-2-nitrophenoxy)piperidine), Cl (hydrochloric acid). The reagents and catalysts are [Fe] (iron). Run in CO (methanol), O (water). Product: C(C)OC(=O)N1CCC(CC1)(C#C)OC1=C(C=C(C=C1)F)N (1-N-Ethoxycarbonyl-4-(2-amino-4-fluorophenoxy)-4-ethynylpiperidine). The yield is 99.4%. RXN SMILES: [CH2:1]([O:3][C:4]([N:6]1[CH2:11][CH2:10][C:9]([C:23]#[CH:24])([O:12][C:13]2[CH:18]=[CH:17][C:16]([F:19])=[CH:15][C:14]=2[N+:20]([O-])=O)[CH2:8][CH2:7]1)=[O:5])[CH3:2].Cl>CO.O.[Fe]>[CH2:1]([O:3][C:4]([N:6]1[CH2:7][CH2:8][C:9]([O:12][C:13]2[CH:18]=[CH:17][C:16]([F:19])=[CH:15][C:14]=2[NH2:20])([C:23]#[CH:24])[CH2:10][CH2:11]1)=[O:5])[CH3:2]. Reported procedure: To a stirred solution of 22.3 g of 1-ethoxycarbonyl-4-ethynyl-4-(4-fluoro-2-nitrophenoxy)piperidine in 535 ml of methanol was added 37 ml of concentrated hydrochloric acid in 150 ml of water. To the stirred mixture was added 78.6 g of iron (reduced, electrolytic) in aliquots. The reaction temperature rose to 45°. The reaction mixture cooled to ambient temperature over 1.5 hr. The mixture was poured into water/ice/sodium carbonate solution, extracted with dichloromethane, washed with water and sa... Reactants: C(C1=CC=CC=C1)OC[C@@H](COCCCCCCCCCCCCCCCCCCCCCCCC)OCCCCCCCCCCCCCCCCCCCCCCCC (3-O-Benzyl-1,2-di-O-tetracosyl-Sn-glycerol), 15-B. Solvent: C1(=CC=CC=C1)C.C(C)(=O)OCC (toluene ethyl acetate). Product: C(CCCCCCCCCCCCCCCCCCCCCCC)OC[C@@H](OCCCCCCCCCCCCCCCCCCCCCCCC)CO (1,2-Di-O-tetracosyl-Sn-glycerol). Yield: 60.8%. RXN SMILES: C([O:8][CH2:9][C@H:10]([O:37][CH2:38][CH2:39][CH2:40][CH2:41][CH2:42][CH2:43][CH2:44][CH2:45][CH2:46][CH2:47][CH2:48][CH2:49][CH2:50][CH2:51][CH2:52][CH2:53][CH2:54][CH2:55][CH2:56][CH2:57][CH2:58][CH2:59][CH2:60][CH3:61])[CH2:11][O:12][CH2:13][CH2:14][CH2:15][CH2:16][CH2:17][CH2:18][CH2:19][CH2:20][CH2:21][CH2:22][CH2:23][CH2:24][CH2:25][CH2:26][CH2:27][CH2:28][CH2:29][CH2:30][CH2:31][CH2:32][CH2:33][CH2:34][CH2:35][CH3:36])C1C=CC=CC=1>C1(C)C=CC=CC=1.C(OCC)(=O)C>[CH2:13]([O:12][CH2:11][C@H:10]([CH2:9][OH:8])[O:37][CH2:38][CH2:39][CH2:40][CH2:41][CH2:42][CH2:43][CH2:44][CH2:45][CH2:46][CH2:47][CH2:48][CH2:49][CH2:50][CH2:51][CH2:52][CH2:53][CH2:54][CH2:55][CH2:56][CH2:57][CH2:58][CH2:59][CH2:60][CH3:61])[CH2:14][CH2:15][CH2:16][CH2:17][CH2:18][CH2:19][CH2:20][CH2:21][CH2:22][CH2:23][CH2:24][CH2:25][CH2:26][CH2:27][CH2:28][CH2:29][CH2:30][CH2:31][CH2:32][CH2:33][CH2:34][CH2:35][CH3:36] |f:1.2|. Reported procedure: 3-O-Benzyl-1,2-di-O-tetracosyl-Sn-glycerol (1.47 g) was reacted in a mixture (30 ml) of toluene-ethyl acetate (1:1) by the general procedure according to 15-B to obtain the title compound (0.80 g, 66%) as white solid. Starting materials: BrCCCCCCc1cccc(OCc2ccccc2)c1OCc1ccccc1, O=C([O-])[O-], CC(C)=O, CN(C)C=O, [I-], [K+], [K+], [Na+], O=C(OCc1ccccc1)c1ccc([N+](=O)[O-])c(O)c1. The product is O=C(OCc1ccccc1)c1ccc([N+](=O)[O-])c(OCCCCCCc2cccc(OCc3ccccc3)c2OCc2ccccc2)c1. RXN SMILES: [Br:1][CH2:2][CH2:3][CH2:4][CH2:5][CH2:6][CH2:7][c:8]1[c:9]([O:22][CH2:23][c:24]2[cH:25][cH:26][cH:27][cH:28][cH:29]2)[c:10]([O:14][CH2:15][c:16]2[cH:17][cH:18][cH:19][cH:20][cH:21]2)[cH:11][cH:12][cH:13]1.[C:50](=[O:51])([O-:52])[O-:53].[CH3:58][C:59](=[O:60])[CH3:61].[CH3:62][N:63]([CH3:64])[CH:65]=[O:66].[I-:57].[K+:54].[K+:55].[Na+:56].[c:30]1([CH2:36][O:37][C:38]([c:39]2[cH:40][c:41]([OH:48])[c:42]([N+:45](=[O:46])[O-:47])[cH:43][cH:44]2)=[O:49])[cH:31][cH:32][cH:33][cH:34][cH:35]1>>[CH2:2]([CH2:3][CH2:4][CH2:5][CH2:6][CH2:7][c:8]1[c:9]([O:22][CH2:23][c:24]2[cH:25][cH:26][cH:27][cH:28][cH:29]2)[c:10]([O:14][CH2:15][c:16]2[cH:17][cH:18][cH:19][cH:20][cH:21]2)[cH:11][cH:12][cH:13]1)[O:48][c:41]1[cH:40][c:39]([C:38]([O:37][CH2:36][c:30]2[cH:31][cH:32][cH:33][cH:34][cH:35]2)=[O:49])[cH:44][cH:43][c:42]1[N+:45](=[O:46])[O-:47]. The reactants are BrC(C#N)C (bromopropionitrile), BrC(C#N)C (bromopropionitrile), CC1(C2=C(NC(O1)=O)C=CC=C2)C (4,4-dimethyl-1,4-dihydrobenzo[d][1,3]oxazin-2-one), C([O-])([O-])=O.[K+].[K+] (potassium carbonate). Run in C(C)#N (acetonitrile). The product is CC1(C2=C(N(C(O1)=O)CCC#N)C=CC=C2)C (3-(4,4-dimethyl-2-oxo-4H-benzo[d][1,3]oxazin-1-yl]propionitrile). Reaction SMILES: Br[CH:2]([CH3:5])[C:3]#[N:4].[CH3:6][C:7]1([CH3:18])[O:12][C:11](=[O:13])[NH:10][C:9]2[CH:14]=[CH:15][CH:16]=[CH:17][C:8]1=2.C(=O)([O-])[O-].[K+].[K+]>C(#N)C>[CH3:6][C:7]1([CH3:18])[O:12][C:11](=[O:13])[N:10]([CH2:5][CH2:2][C:3]#[N:4])[C:9]2[CH:14]=[CH:15][CH:16]=[CH:17][C:8]1=2 |f:2.3.4|. Procedure details: 10.2 mL (123 mmol) of bromopropionitrile is added dropwise to a solution of 20.0 g (112 mmol) of 4,4-dimethyl-1,4-dihydrobenzo[d][1,3]oxazin-2-one and 17.4 g (126 mmol) of potassium carbonate in 250 mL of acetonitrile and the mixture is refluxed overnight. Another 4 mL (48 mmol) of bromopropionitrile is added and the mixture is refluxed for another 2 hours. The solid is suction filtered, the filtrate is evaporated down, and the residue is recrystallized from diisopropylether. White solid. Yield:... The reactants are FCC(C(CBr)=O)(C)CF (3,3-bisfluoromethyl-1-bromo-butan-2-one), ClC1=CC=C(C=C1)O (p-chlorophenol), C([O-])([O-])=O.[K+].[K+] (potassium carbonate). Run in CC(=O)C (acetone). Conditions: temperature 40 celsius, time 4 hour. Product: FCC(C(COC1=CC=C(C=C1)Cl)=O)(C)CF (3,3-bisfluoromethyl-1-(4-chlorophenoxy)-butan-2-one). The yield is 91.8%. Reaction SMILES: [F:1][CH2:2][C:3]([CH2:9][F:10])([CH3:8])[C:4](=[O:7])[CH2:5]Br.[Cl:11][C:12]1[CH:17]=[CH:16][C:15]([OH:18])=[CH:14][CH:13]=1.C(=O)([O-])[O-].[K+].[K+]>CC(C)=O>[F:1][CH2:2][C:3]([CH2:9][F:10])([CH3:8])[C:4](=[O:7])[CH2:5][O:18][C:15]1[CH:16]=[CH:17][C:12]([Cl:11])=[CH:13][CH:14]=1 |f:2.3.4|. Reported procedure: 171.2 g (0.79 mol) of 3,3-bisfluoromethyl-1-bromo-butan-2-one were added dropwise to a stirred mixture of 102 g (0.79 mol) of p-chlorophenol and 110 g (0.79 mol) of powdered potassium carbonate in 500 ml of acetone at 20° to 30° C. The mixture was subsequently stirred at 40° C. for 4 hours, the inorganic salt was filtered off and the filtrate was concentrated. The residue was distilled under a high vacuum. 190.5 g (90% of theory) of 3,3-bisfluoromethyl-1-(4-chlorophenoxy)-butan-2-one of boiling ... Starting materials: C(C(=O)Cl)(=O)Cl (oxalyl chloride), C([O-])(O)=O.[Na+] (Sodium bicarbonate), COC=1C=C(C=CC1)CC(=O)O (3-Methoxyphenylacetic acid), C(C1=CC=CC=C1)N1CCNCC1 (1-benzylpiperazine), solution. Run in CN(C)C=O (DMF), C(Cl)Cl (methylene chloride), C(Cl)Cl (methylene chloride), C(C)N(CC)CC (triethylamine), C(Cl)Cl (methylene chloride). Reaction conditions: time 4 hour. The product is COC=1C=C(C=CC1)CC(=O)N1CCN(CC1)CC1=CC=CC=C1 (1-[(3-Methoxyphenyl)acetyl]-4-(phenylmethyl)piperazine). As a reaction SMILES: [CH3:1][O:2][C:3]1[CH:4]=[C:5]([CH2:9][C:10]([OH:12])=O)[CH:6]=[CH:7][CH:8]=1.C(Cl)(=O)C(Cl)=O.[CH2:19]([N:26]1[CH2:31][CH2:30][NH:29][CH2:28][CH2:27]1)[C:20]1[CH:25]=[CH:24][CH:23]=[CH:22][CH:21]=1.C(=O)(O)[O-].[Na+]>C(Cl)Cl.C(N(CC)CC)C.CN(C=O)C>[CH3:1][O:2][C:3]1[CH:4]=[C:5]([CH2:9][C:10]([N:29]2[CH2:30][CH2:31][N:26]([CH2:19][C:20]3[CH:21]=[CH:22][CH:23]=[CH:24][CH:25]=3)[CH2:27][CH2:28]2)=[O:12])[CH:6]=[CH:7][CH:8]=1 |f:3.4|. Procedure details: 3-Methoxyphenylacetic acid (100 g, 600 mmole) was dissolved in methylene chloride (600 mL) and treated with oxalyl chloride (60 mL) and DMF (1 mL) at room temperature. The mixture was stirred for four hours until gas evolution ceased. The solvent was evaporated and the residue dried under vacuum to remove excess oxalyl chloride. The oil obtained was dissolved in methylene chloride (400 mL). Half of this solution (200 mL, approx. 300 mmole) was cooled in ice and treated with a solution of 1-benzy... The product is CCOC(=O)C1CCN(C2CCN(C(C)c3cccnc3)CC2)CC1. The reactants are CC(Cl)c1cccnc1, CCOC(=O)C1CCN(C2CCNCC2)CC1. Solvent: CN(C)C=O (DMF), CN(C)C=O (dmf), CN(C)C=O (DMF). The reagents and catalysts are O=C([O-])[O-].[Cs+].[Cs+] (cesium carbonate), [I-].[K+] (potassium iodide). Conditions: temperature 70 celsius, time 16 hour. The reactants are C(=O)(O)C1=CC=C(C=C1)C=1SC2=C(N1)C=CC(=C2)CCCCCCCC (2-(p-carboxyphenyl)-6-octylbenzothiazole), C(CCCCCCC)O (octanol), C1(CCCCC1)N=C=NC1CCCCC1 (N,N'-dicyclohexylcarbodiimide). The reagents and catalysts are CN(C1=CC=NC=C1)C (4-dimethylamino pyridine). The solvent is C(Cl)Cl (methylene chloride). Yields the product C(CCCCCCC)OC(=O)C1=CC=C(C=C1)C=1SC2=C(N1)C=CC(=C2)CCCCCCCC (2-(p-octyloxycarbonylphenyl)-6-octylbenzothiazole). Isolated yield 51.1%. Reaction SMILES: [C:1]([C:4]1[CH:9]=[CH:8][C:7]([C:10]2[S:11][C:12]3[CH:18]=[C:17]([CH2:19][CH2:20][CH2:21][CH2:22][CH2:23][CH2:24][CH2:25][CH3:26])[CH:16]=[CH:15][C:13]=3[N:14]=2)=[CH:6][CH:5]=1)([OH:3])=[O:2].[CH2:27](O)[CH2:28][CH2:29][CH2:30][CH2:31][CH2:32][CH2:33][CH3:34].C1(N=C=NC2CCCCC2)CCCCC1>CN(C)C1C=CN=CC=1.C(Cl)Cl>[CH2:27]([O:2][C:1]([C:4]1[CH:9]=[CH:8][C:7]([C:10]2[S:11][C:12]3[CH:18]=[C:17]([CH2:19][CH2:20][CH2:21][CH2:22][CH2:23][CH2:24][CH2:25][CH3:26])[CH:16]=[CH:15][C:13]=3[N:14]=2)=[CH:6][CH:5]=1)=[O:3])[CH2:28][CH2:29][CH2:30][CH2:31][CH2:32][CH2:33][CH3:34]. Reported procedure: To 0.30 g (0.82 mM) of 2-(p-carboxyphenyl)-6-octylbenzothiazole, 0.12 g (0.92 mM) of octanol and 10 ml of methylene chloride were added, followed by addition of 0.17 g (0.82 mM) of N,N'-dicyclohexylcarbodiimide (DCC) and 0.02 g of 4-dimethylamino pyridine under stirring at room temperature and further stirring for 6 hours at room temperature. After the reaction, the resultant N,N'-dicyclohexylurea was recovered by filtration, followed by washing with methylene chloride to be added to the filtrat... Starting materials: BrC=1C=C(C=CC1)O (m-bromophenol), C(C=C)Br (allyl bromide), C([O-])([O-])=O.[K+].[K+] (potassium carbonate), O=O (oxygen), BrC1=C2CC(COC2=CC=C1)=O (5-bromo-3-chromanone), BrC=1C=C(C=CC1)O (m-bromophenol). The product is BrC=1C=C(C=CC1)OCC=C (allyl 3-bromophenyl ether). RXN SMILES: O=O.[Br:3][C:4]1[CH:13]=[CH:12][CH:11]=[C:10]2[C:5]=1[CH2:6][C:7](=O)[CH2:8][O:9]2.BrC1C=C(O)C=CC=1.C(Br)C=C.C(=O)([O-])[O-].[K+].[K+]>>[Br:3][C:4]1[CH:5]=[C:10]([O:9][CH2:8][CH:7]=[CH2:6])[CH:11]=[CH:12][CH:13]=1 |f:4.5.6|. Reported procedure: The compounds of this invention in which X is oxygen are available by reductive amination and bromo replacement as in the foregoing, but using 5-bromo-3-chromanone. The latter can be produced by a sequence of reactions beginning with m-bromophenol. Briefly, m-bromophenol is treated with allyl bromide in the presence of potassium carbonate to produce allyl 3-bromophenyl ether. The ether is converted to 2-allyl-3-bromophenol upon heating it in the presence of N,N-dimethylaniline. The phenol, upon ... Starting materials: Cl, NO, O=C1OC(=O)c2cc3c(c4cccc1c24)COCO3, c1ccncc1. Yields the product O=C1c2cccc3c4c(cc(c23)C(=O)N1O)OCOC4. Reaction SMILES: [ClH:20].[NH2:21][OH:22].[cH:1]1[cH:2][cH:3][c:4]2[c:17]3[c:8]([cH:9][c:10]4[c:15]([c:16]13)[CH2:14][O:13][CH2:12][O:11]4)[C:7](=[O:18])[O:6][C:5]2=[O:19].[cH:23]1[cH:24][cH:25][n:26][cH:27][cH:28]1>>[cH:1]1[cH:2][cH:3][c:4]2[c:17]3[c:8]([cH:9][c:10]4[c:15]([c:16]13)[CH2:14][O:13][CH2:12][O:11]4)[C:7](=[O:18])[N:21]([OH:22])[C:5]2=[O:6].